Dataset: the Open Reaction Database (ORD), a public repository of structured organic reaction records. Task: describe an organic reaction: reactants, conditions, products, and yield The reactants are C(C1=CC=CC=C1)OC1=CC=C2CCC(C2=C1)O (6-(Benzyloxy)-2,3-dihydro-1H-inden-1-ol), CC=1C=CC(=CC1)S(=O)(=O)O (p-TsOH). The solvent is C1(=CC=CC=C1)C (toluene). Run at temperature 80 celsius. Yields the product C(C1=CC=CC=C1)OC=1C=C2C=CCC2=CC1 (5-(Benzyloxy)-1H-indene). Isolated yield 88.5%. Reaction SMILES: [CH2:1]([O:8][C:9]1[CH:17]=[C:16]2[C:12]([CH2:13][CH2:14][CH:15]2O)=[CH:11][CH:10]=1)[C:2]1[CH:7]=[CH:6][CH:5]=[CH:4][CH:3]=1.CC1C=CC(S(O)(=O)=O)=CC=1>C1(C)C=CC=CC=1>[CH2:1]([O:8][C:9]1[CH:17]=[C:16]2[C:12](=[CH:11][CH:10]=1)[CH2:13][CH:14]=[CH:15]2)[C:2]1[CH:3]=[CH:4][CH:5]=[CH:6][CH:7]=1. Reported procedure: To a stirred solution of the product from Step B (15.0 g, 62.5 mmol) in toluene (200 mL) was added p-TsOH (1.0 g, 6.25 mmol) at ambient temperature and the mixture was heated at 80° C. for 1.5 hours. The mixture was concentrated and purified by column chromatography (eluted with PE:EtOAc=30:1) to give the title compound (12.3 g, 89%) as a white solid. 1H-NMR (600 MHz, CDCl3) δ 7.47-7.46 (m, 2H), 7.41-7.33 (m, 5H), 7.06-7.05 (m, 1H), 6.85-6.84 (m, 1H), 6.60-6.58 (m, 1H), 5.11 (s, 2H), 3.35 (m, 2H... Starting materials: CCC(Cc1ccc(-c2ccc(C(F)(F)F)cc2)cc1)Oc1ccc(C(=O)NCCC(=O)OC)cc1, CO, Cl, [Na+], [OH-]. The product is CCC(Cc1ccc(-c2ccc(C(F)(F)F)cc2)cc1)Oc1ccc(C(=O)NCCC(=O)O)cc1. RXN SMILES: [CH3:1][O:2][C:3]([CH2:4][CH2:5][NH:6][C:7]([c:8]1[cH:9][cH:10][c:11]([O:14][CH:15]([CH2:16][CH3:17])[CH2:18][c:19]2[cH:20][cH:21][c:22](-[c:25]3[cH:26][cH:27][c:28]([C:31]([F:32])([F:33])[F:34])[cH:29][cH:30]3)[cH:23][cH:24]2)[cH:12][cH:13]1)=[O:35])=[O:36].[CH3:40][OH:41].[ClH:39].[Na+:38].[OH-:37]>>[O:2]=[C:3]([CH2:4][CH2:5][NH:6][C:7]([c:8]1[cH:9][cH:10][c:11]([O:14][CH:15]([CH2:16][CH3:17])[CH2:18][c:19]2[cH:20][cH:21][c:22](-[c:25]3[cH:26][cH:27][c:28]([C:31]([F:32])([F:33])[F:34])[cH:29][cH:30]3)[cH:23][cH:24]2)[cH:12][cH:13]1)=[O:35])[OH:36]. The reactants are COC(C)(C1=C2C=CNC2=C(C=C1OC)C)C1=NC2=C(N1)C=CC(=C2)C#N ((+)-2-(1-methoxy-1-(5-methoxy-7-methyl-1H-indol-4-yl)ethyl)-1H-benzo[d]imidazole-5-carbonitrile), C(#N)[BH3-].[Na+] (sodium cyanoborohydride). The solvent is C(C)(=O)O (acetic acid). Run at time 1 hour. Product: COC(C)(C1=C2CCNC2=C(C=C1OC)C)C1=NC2=C(N1)C=CC(=C2)C#N ((±)-2-(1-Methoxy-1-(5-methoxy-7-methylindolin-4-yl)ethyl)-1H-benzo[d]imidazole-5-carbonitrile). Reaction SMILES: [CH3:1][O:2][C:3]([C:17]1[NH:21][C:20]2[CH:22]=[CH:23][C:24]([C:26]#[N:27])=[CH:25][C:19]=2[N:18]=1)([C:5]1[C:13]([O:14][CH3:15])=[CH:12][C:11]([CH3:16])=[C:10]2[C:6]=1[CH:7]=[CH:8][NH:9]2)[CH3:4].C([BH3-])#N.[Na+]>C(O)(=O)C>[CH3:1][O:2][C:3]([C:17]1[NH:21][C:20]2[CH:22]=[CH:23][C:24]([C:26]#[N:27])=[CH:25][C:19]=2[N:18]=1)([C:5]1[C:13]([O:14][CH3:15])=[CH:12][C:11]([CH3:16])=[C:10]2[C:6]=1[CH2:7][CH2:8][NH:9]2)[CH3:4] |f:1.2|. Procedure: (±)-2-(1-Methoxy-1-(5-methoxy-7-methyl-1H-indol-4-yl)ethyl)-1H-benzo[d]imidazole-5-carbonitrile (Example 27-B) (0.213 g, 0.591 mmol) was dissolved in acetic acid (1.970 mL), and sodium cyanoborohydride (0.12 g, 1.910 mmol) was added at room temperature. The reaction was stirred at the same temperature for 1 hour. The reaction was placed in an ice bath and quenched with 1N aq. NaOH (20 mL) until pH>7. EtOAc was added and the organic layer was removed, dried over MgSO4 and concentrated. The result... The reactants are C([O-])(O)=O.[K+] (potassium bicarbonate), C(C)(C)(C)OC(CCNCCCC)=O (3-butylamino-propanoic acid tert-butyl ester), ClC1=NC=C(C(=N1)Cl)[N+](=O)[O-] (2,4-dichloro-5-nitro-pyrimidine). The solvent is O (water), C(C)OCC (ethyl ether). Conditions: time 3 hour. The product is C(C)(C)(C)OC(CCN(C1=NC(=NC=C1[N+](=O)[O-])Cl)CCCC)=O (3-[butyl-(2-chloro-5-nitro-pyrimidin-4-yl)-amino]-propionic acid tert-butyl ester). Isolated yield 89.2%. As a reaction SMILES: [C:1]([O:5][C:6](=[O:14])[CH2:7][CH2:8][NH:9][CH2:10][CH2:11][CH2:12][CH3:13])([CH3:4])([CH3:3])[CH3:2].[Cl:15][C:16]1[N:21]=[C:20](Cl)[C:19]([N+:23]([O-:25])=[O:24])=[CH:18][N:17]=1.C(=O)(O)[O-].[K+]>O.C(OCC)C>[C:1]([O:5][C:6](=[O:14])[CH2:7][CH2:8][N:9]([CH2:10][CH2:11][CH2:12][CH3:13])[C:18]1[C:19]([N+:23]([O-:25])=[O:24])=[CH:20][N:21]=[C:16]([Cl:15])[N:17]=1)([CH3:4])([CH3:3])[CH3:2] |f:2.3|. Reported procedure: A solution of 1.01 g (0.005 mole) of 3-butylamino-propanoic acid tert-butyl ester in 20 mL of water was added dropwise to a solution of 0.97 g (0.005 mole) of 2,4-dichloro-5-nitro-pyrimidine in 20 mL of ethyl ether. At 0 degrees, 1.0 g (0.010 mole) of potassium bicarbonate was added. The mixture was stirred at ambient temperature for 3 hours. The layers were then separated, and the aqueous layer extracted twice with 30 mL of ether. The combined organic layers were dried over anhydrous magnesium ... Starting materials: O=C(O)C=Cc1cncc(Br)c1, ClCCl, CCN=C=NCCCN(C)C, COc1ccc(C2CC(=O)NN2C)cc1OC1CCCC1, Cl, O, On1nnc2ccccc21. Reaction SMILES: [Br:24][c:25]1[cH:26][c:27]([CH:31]=[CH:32][C:33](=[O:34])[OH:35])[cH:28][n:29][cH:30]1.[CH2:57]([Cl:58])[Cl:59].[CH3:2][N:3]([CH3:4])[CH2:5][CH2:6][CH2:7][N:8]=[C:9]=[N:10][CH2:11][CH3:12].[CH:36]1([O:41][c:42]2[cH:43][c:44]([CH:50]3[CH2:51][C:52](=[O:56])[NH:53][N:54]3[CH3:55])[cH:45][cH:46][c:47]2[O:48][CH3:49])[CH2:37][CH2:38][CH2:39][CH2:40]1.[ClH:1].[OH2:13].[OH:14][n:15]1[c:16]2[cH:17][cH:18][cH:19][cH:20][c:21]2[n:22][n:23]1>>[Br:24][c:25]1[cH:26][c:27]([CH:31]=[CH:32][C:33](=[O:35])[N:53]2[C:52](=[O:56])[CH2:51][CH:50]([c:44]3[cH:43][c:42]([O:41][CH:36]4[CH2:37][CH2:38][CH2:39][CH2:40]4)[c:47]([O:48][CH3:49])[cH:46][cH:45]3)[N:54]2[CH3:55])[cH:28][n:29][cH:30]1. Yields the product COc1ccc(C2CC(=O)N(C(=O)C=Cc3cncc(Br)c3)N2C)cc1OC1CCCC1. The reactants are Clc1nsnc1Cl, [H-], [H][H], [Na+], C1CCOC1, OCc1ccccc1. Yields the product Clc1nsnc1OCc1ccccc1. RXN SMILES: [Cl:13][c:14]1[n:15][s:16][n:17][c:18]1[Cl:19].[H-:1].[H:11][H:12].[Na+:2].[O:20]1[CH2:21][CH2:22][CH2:23][CH2:24]1.[OH:3][CH2:4][c:5]1[cH:6][cH:7][cH:8][cH:9][cH:10]1>>[O:3]([CH2:4][c:5]1[cH:6][cH:7][cH:8][cH:9][cH:10]1)[c:18]1[c:14]([Cl:13])[n:15][s:16][n:17]1.